Dataset: the Open Reaction Database (ORD), a public repository of structured organic reaction records. Task: describe an organic reaction: reactants, conditions, products, and yield Starting materials: FC=1C=C(C=C(C1)F)CC(=O)N[C@@H](C)C(=O)O (N-(3,5-Difluorophenylacetyl)-L-alanine), Br.NC1C(=O)OCC1 (α-amino-γ-butyrolactone hydrobromide). The product is FC=1C=C(C=C(C1)F)CC(=O)N[C@@H](C)C(=O)C1C(C(=O)OC1)N (3-(N′-(3,5-Difluorophenylacetyl)-L-alaninyl)-amino-γ-butyrolactone). Reported procedure: Following General Procedure A above using N-(3,5-difluorophenylacetyl)-L-alanine (Example B) and α-amino-γ-butyrolactone hydrobromide (Aldrich), the title compound was prepared as a solid having a melting point of 174-177° C. The reaction was monitored by tlc on silica gel (Rf=0.52 in 10% methanol/dichloromethane) and purification was by silica gel chromatography. RXN SMILES: [F:1][C:2]1[CH:3]=[C:4]([CH2:9][C:10]([NH:12][C@H:13]([C:15]([OH:17])=O)[CH3:14])=[O:11])[CH:5]=[C:6]([F:8])[CH:7]=1.Br.[NH2:19][CH:20]1[CH2:25][CH2:24][O:23][C:21]1=[O:22]>>[F:8][C:6]1[CH:5]=[C:4]([CH2:9][C:10]([NH:12][C@H:13]([C:15]([CH:25]2[CH2:24][O:23][C:21](=[O:22])[CH:20]2[NH2:19])=[O:17])[CH3:14])=[O:11])[CH:3]=[C:2]([F:1])[CH:7]=1 |f:1.2|. The product is C(C)(=O)OCC1=CC=CC=C1 (benzyl acetate). Reaction SMILES: [C:1]([OH:4])(=[O:3])[CH3:2].O.[C:6]1([CH3:12])[CH:11]=[CH:10][CH:9]=[CH:8][CH:7]=1>[Pd]>[C:1]([O:4][CH2:12][C:6]1[CH:11]=[CH:10][CH:9]=[CH:8][CH:7]=1)(=[O:3])[CH3:2]. Procedure details: A mixture of 70.7 wt. % acetic acid, 23.2 wt. % toluene and 6.1 wt. % water was first, at the rate of 0.198 gm./min., vaporized and then fed into a 3/8" I.D. stainless-steel tubular reactor packed with about 4.7 gm. of palladium on alumina support, at 160°-170° C. and about 30 psig. The palladium content contained in the supported catalyst was about 2% by weight. After about two hours of continuously running the reaction, the gaseous reaction product was directly sent to an on-line G.C. analyzer... The reagents and catalysts are [Pd] (palladium), [Pd] (palladium on alumina). Reaction conditions: time 2 hour. The reactants are C(C)(=O)O (acetic acid), O (water), C1(=CC=CC=C1)C (toluene), C1(=CC=CC=C1)C (toluene), steel. Reactants: O=C([O-])[O-], CC#N, OC1(c2cccc(C(F)(F)F)c2F)CCNCC1, FC(F)(F)CCI, [K+], [K+]. Product: OC1(c2cccc(C(F)(F)F)c2F)CCN(CCC(F)(F)F)CC1. Reaction SMILES: [C:19](=[O:20])([O-:21])[O-:22].[CH3:32][C:33]#[N:34].[F:1][c:2]1[c:3]([C:12]2([OH:18])[CH2:13][CH2:14][NH:15][CH2:16][CH2:17]2)[cH:4][cH:5][cH:6][c:7]1[C:8]([F:9])([F:10])[F:11].[F:25][C:26]([CH2:27][CH2:28][I:29])([F:30])[F:31].[K+:23].[K+:24]>>[F:1][c:2]1[c:3]([C:12]2([OH:18])[CH2:13][CH2:14][N:15]([CH2:28][CH2:27][C:26]([F:25])([F:30])[F:31])[CH2:16][CH2:17]2)[cH:4][cH:5][cH:6][c:7]1[C:8]([F:9])([F:10])[F:11]. Reactants: O=C(CCCCl)c1ccccc1, OCCO, Cc1ccc(S(=O)(=O)O)cc1, c1ccccc1. Product: ClCCCC1(c2ccccc2)OCCO1. As a reaction SMILES: [Cl:1][CH2:2][CH2:3][CH2:4][C:5](=[O:6])[c:7]1[cH:8][cH:9][cH:10][cH:11][cH:12]1.[OH:13][CH2:14][CH2:15][OH:16].[c:17]1([CH3:18])[cH:19][cH:20][c:21]([S:22]([OH:23])(=[O:24])=[O:25])[cH:26][cH:27]1.[cH:28]1[cH:29][cH:30][cH:31][cH:32][cH:33]1>>[Cl:1][CH2:2][CH2:3][CH2:4][C:5]1([c:7]2[cH:8][cH:9][cH:10][cH:11][cH:12]2)[O:6][CH2:15][CH2:14][O:13]1.